Task: describe an organic reaction: reactants, conditions, products, and yield. Dataset: the Open Reaction Database (ORD), a public repository of structured organic reaction records Reactants: CCO, CCNC(=O)Nc1nc2ccc(C#Cc3ccccc3)cc2s1. The product is CCNC(=O)Nc1nc2ccc(CCc3ccccc3)cc2s1. As a reaction SMILES: [CH3:24][CH2:25][OH:26].[c:1]1([C:7]#[C:8][c:9]2[cH:10][c:11]3[c:12]([n:13][c:14]([NH:16][C:17](=[O:18])[NH:19][CH2:20][CH3:21])[s:15]3)[cH:22][cH:23]2)[cH:2][cH:3][cH:4][cH:5][cH:6]1>>[c:1]1([CH2:7][CH2:8][c:9]2[cH:10][c:11]3[c:12]([n:13][c:14]([NH:16][C:17](=[O:18])[NH:19][CH2:20][CH3:21])[s:15]3)[cH:22][cH:23]2)[cH:2][cH:3][cH:4][cH:5][cH:6]1. The reactants are CCOC(=O)CCC(=O)[O-], CC(C)(C)O, CC(C)(C)[O-], CCOCC, CS(=O)(=O)c1ccc(C(=O)c2ccc(Cl)cc2)cc1, [K+], O. Yields the product CCOC(=O)C(CC(=O)O)=C(c1ccc(Cl)cc1)c1ccc(S(C)(=O)=O)cc1. RXN SMILES: [C:20]([CH2:21][CH2:22][C:23](=[O:24])[O-:25])(=[O:26])[O:27][CH2:28][CH3:29].[C:36]([OH:37])([CH3:38])([CH3:39])[CH3:40].[CH3:30][C:31]([CH3:32])([O-:33])[CH3:34].[CH3:41][CH2:42][O:43][CH2:44][CH3:45].[Cl:1][c:2]1[cH:3][cH:4][c:5]([C:6](=[O:7])[c:8]2[cH:9][cH:10][c:11]([S:14](=[O:15])(=[O:16])[CH3:17])[cH:12][cH:13]2)[cH:18][cH:19]1.[K+:35].[OH2:46]>>[Cl:1][c:2]1[cH:3][cH:4][c:5]([C:6]([c:8]2[cH:9][cH:10][c:11]([S:14](=[O:15])(=[O:16])[CH3:17])[cH:12][cH:13]2)=[C:21]([C:20](=[O:26])[O:27][CH2:28][CH3:29])[CH2:22][C:23](=[O:24])[OH:25])[cH:18][cH:19]1.